Dataset: the Open Reaction Database (ORD), a public repository of structured organic reaction records. Task: describe an organic reaction: reactants, conditions, products, and yield The reactants are C([O-])(O)=O.[Na+] (sodium bicarbonate), C(C)(C)(C)OC(=O)OC(=O)OC(C)(C)C (di-tert-butyl-dicarbonate), C(C)(C)N(CC)C(C)C (diisopropylethylamine), OC=1C=C(C=CC1)C=1N=C(SC1)C=1C=C(SC1C)C(=O)N (4-[4-(3-hydroxyphenyl)(1,3-thiazol-2-yl)]-5-methylthiophene-2-carboxamide), CN(C=O)C (dimethylformamide). Product: C(C)(C)(C)OC(=O)NC=NC=1SC(=C(C1)C=1SC=C(N1)C1=CC(=CC=C1)O)C ((tert-butoxy)-N-({4-[4-(3-hydroxyphenyl)(1,3-thiazol-2-yl)]-5-methyl(2-thienyl)}iminomethyl)carboxamide). Isolated yield 59.0%. As a reaction SMILES: [OH:1][C:2]1[CH:3]=[C:4]([C:8]2[N:9]=[C:10]([C:13]3[CH:14]=[C:15](C(N)=O)[S:16][C:17]=3[CH3:18])[S:11][CH:12]=2)[CH:5]=[CH:6][CH:7]=1.[C:22]([O:26][C:27]([O:29]C(OC(C)(C)C)=O)=O)([CH3:25])([CH3:24])[CH3:23].C([N:40]([CH:43](C)C)CC)(C)C.C(=O)(O)[O-].[Na+].C[N:52](C)C=O>>[C:22]([O:26][C:27]([NH:52][CH:43]=[N:40][C:15]1[S:16][C:17]([CH3:18])=[C:13]([C:10]2[S:11][CH:12]=[C:8]([C:4]3[CH:5]=[CH:6][CH:7]=[C:2]([OH:1])[CH:3]=3)[N:9]=2)[CH:14]=1)=[O:29])([CH3:25])([CH3:24])[CH3:23] |f:3.4|. Procedure details: A stirred solution of 320 mg (1 mmol) of 4-[4-(3-hydroxyphenyl)(1,3-thiazol-2-yl)]-5-methylthiophene-2-carboxamide was dissolved in dry dimethylformamide (50 mL) and treated with 262 mg (1.2 mmol) of di-tert-butyl-dicarbonate (Acros, Pittsburgh, Pa., USA) and diisopropylethylamine (261 μL, 1.5 mmol) for 64 hours at room temperature. The mixture was poured into sodium bicarbonate solution (200 mL) and extracted with dichloromethane (6×30 mL). The organic extracts were washed twice with brine (50 ...